From a dataset of the Open Reaction Database (ORD), a public repository of structured organic reaction records. describe an organic reaction: reactants, conditions, products, and yield Starting materials: [N-]=[N+]=[N-] (azide), S1CCC(=CC1)C1=C(C=C(C=C1F)N1C(O[C@H](C1)COS(=O)(=O)C)=O)F (Methanesulfonic acid (5R)-3-[4-(3,6-dihydro-2H-thiopyran-4-yl)-3,5-difluorophenyl]-2-oxo-oxazolidin-5-ylmethyl ester), [N-]=[N+]=[N-].[Na+] (sodium azide), crude intermediate, C12C=CC(C=C1)C2 (bicyclo[2.2.1]hepta-2,5-diene). Run in C(C)OC(C)=O (ethylacetate), O1CCOCC1 (1,4-dioxane), CN(C=O)C (N,N-dimethylformamide). Reaction conditions: temperature 60 celsius. The product is S1CCC(=CC1)C1=C(C=C(C=C1F)N1C(OC(C1)CN1N=NC=C1)=O)F (4-(3,6-Dihydro-2H-thiopyran-4-yl)-3,5-difluorophenyl-5-(1,2,3-triazol-1-ylmethyl)oxazolidin-2-one). The yield is 30.2%. As a reaction SMILES: [S:1]1[CH2:6][CH:5]=[C:4]([C:7]2[C:12]([F:13])=[CH:11][C:10]([N:14]3[CH2:18][C@H:17]([CH2:19]OS(C)(=O)=O)[O:16][C:15]3=[O:25])=[CH:9][C:8]=2[F:26])[CH2:3][CH2:2]1.[N-:27]=[N+:28]=[N-:29].[Na+].[N-]=[N+]=[N-].[CH:34]12CC(C=C1)C=[CH:35]2>CN(C)C=O.C(OC(=O)C)C.O1CCOCC1>[S:1]1[CH2:6][CH:5]=[C:4]([C:7]2[C:12]([F:13])=[CH:11][C:10]([N:14]3[CH2:18][CH:17]([CH2:19][N:27]4[CH:35]=[CH:34][N:29]=[N:28]4)[O:16][C:15]3=[O:25])=[CH:9][C:8]=2[F:26])[CH2:3][CH2:2]1 |f:1.2|. Reported procedure: Methanesulfonic acid (5R)-3-[4-(3,6-dihydro-2H-thiopyran-4-yl)-3,5-difluorophenyl]-2-oxo-oxazolidin-5-ylmethyl ester (1.1 g, 5.7 mmol) was dissolved in dry N,N-dimethylformamide (5 ml) and sodium azide (0.35 g, 5.43 mmol) was added. It was heated at 60° C. for 18 hours. The reaction mixture was cooled to room temperature, diluted with ethylacetate, washed with water and dried over magnesium sulfate. Solvent was removed under vacuum to give an oil. The crude intermediate azide was not characteriz... Reactants: CC(C)N=C=NC(C)C (N,N-diisopropylcarbodiimide), CCC(CO)(CO)CO (hexaglycerol), ON1C(CCC1=O)=O (N-hydroxysuccinimide), C(CCCCC)(=O)O (Hexanoic acid), N,N-dimethylaminopyridine, hexanoic esters. Solvent: CS(=O)C (DMSO). Reaction conditions: time 1 hour. Product: C(CCCCCCC)C(C(=O)O)CCCCCC.OCC(O)CO.OCC(O)CO.OCC(O)CO.OCC(O)CO.OCC(O)CO.OCC(O)CO (Hexaglycerol Octyloctanoate). RXN SMILES: [CH3:1][CH2:2][C:3]([CH2:8][OH:9])([CH2:6][OH:7])CO.[C:10]([OH:17])(=[O:16])[CH2:11][CH2:12][CH2:13][CH2:14][CH3:15].[OH:18]N1[C:23](=O)[CH2:22][CH2:21][C:20]1=O.[CH3:26][CH:27](N=C=NC(C)C)C>CS(C)=O>[CH2:12]([CH:11]([CH2:26][CH2:27][CH2:8][CH2:3][CH2:2][CH3:1])[C:10]([OH:17])=[O:16])[CH2:13][CH2:14][CH2:15][CH2:20][CH2:21][CH2:22][CH3:23].[OH:9][CH2:8][CH:3]([CH2:6][OH:7])[OH:18].[OH:9][CH2:8][CH:3]([CH2:6][OH:7])[OH:16].[OH:9][CH2:8][CH:3]([CH2:6][OH:7])[OH:16].[OH:9][CH2:8][CH:3]([CH2:6][OH:7])[OH:16].[OH:9][CH2:8][CH:3]([CH2:6][OH:7])[OH:16].[OH:9][CH2:8][CH:3]([CH2:6][OH:7])[OH:16] |f:5.6.7.8.9.10.11|. Reported procedure: Into a 250 mL vessel, hexaglycerol (5.0 g, 10.81 mmol) was added and dissolved into anhydrous DMSO (50 mL). Hexanoic acid (10.84 mL, 86.49 mmol) was also dissolved into the reaction mixture which was stirred magnetically at room temperature for one hour to fully dissolve the reagents. N,N-dimethylaminopyridine (0.132 g, 1.08 mmol) and N-hydroxysuccinimide (0.124 g, 1.08 mmol) were both dissolved in the solution. When the catalysts were fully dissolved, N,N-diisopropylcarbodiimide (13.54 mL, 87.5... Starting materials: CC(C)(C)OC(=O)N1Cc2ccccc2-n2nnc(-c3ccc(F)cc3)c2C1, CC(C)(C)OC(=O)NC(CC(=O)O)Cc1cc(F)c(F)cc1F, ClCCCl, CCN(C(C)C)C(C)C, O=C(O)C(F)(F)F, On1nnc2ccccc21. As a reaction SMILES: [C:1]([O:2][C:6](=[O:7])[N:8]1[CH2:9][c:10]2[c:11]([cH:25][cH:26][cH:27][cH:28]2)-[n:12]2[n:13][n:14][c:15](-[c:18]3[cH:19][cH:20][c:21]([F:24])[cH:22][cH:23]3)[c:16]2[CH2:17]1)([CH3:3])([CH3:4])[CH3:5].[C:36]([CH3:37])([CH3:38])([CH3:39])[O:40][C:41](=[O:42])[NH:43][CH:44]([CH2:45][C:46]([OH:47])=[O:48])[CH2:49][c:50]1[c:51]([F:58])[cH:52][c:53]([F:57])[c:54]([F:56])[cH:55]1.[CH2:78]([Cl:79])[CH2:80][Cl:81].[CH:69]([N:70]([CH2:71][CH3:72])[CH:73]([CH3:74])[CH3:75])([CH3:76])[CH3:77].[OH:29][C:30]([C:31]([F:32])([F:33])[F:34])=[O:35].[OH:59][n:60]1[c:61]2[c:62]([cH:63][cH:64][cH:65][cH:66]2)[n:67][n:68]1>>[C:6](=[O:7])([N:8]1[CH2:9][c:10]2[c:11]([cH:25][cH:26][cH:27][cH:28]2)-[n:12]2[n:13][n:14][c:15](-[c:18]3[cH:19][cH:20][c:21]([F:24])[cH:22][cH:23]3)[c:16]2[CH2:17]1)[CH2:45][CH:44]([NH:43][C:41]([O:40][C:36]([CH3:37])([CH3:38])[CH3:39])=[O:42])[CH2:49][c:50]1[c:51]([F:58])[cH:52][c:53]([F:57])[c:54]([F:56])[cH:55]1. Product: CC(C)(C)OC(=O)NC(CC(=O)N1Cc2ccccc2-n2nnc(-c3ccc(F)cc3)c2C1)Cc1cc(F)c(F)cc1F. Procedure details: In the manner given in Preparation 39, 8-(trifluoromethyl)-1-(chloromethyl)-6-(o-chlorophenyl)-4H-s-triazolo[4,3-a][1,4]benzodiazepine, potassium iodide and methylallylamine in tetrahydrofuran are reacted to give 8-(trifluoromethyl)-1-[(allylmethylamino)methyl]-6-(o-chlorophenyl)-4H-s-triazolo[4,3-a][1,4]benzodiazepine. Preparation 44 8-Chloro-1-[(allylpropylamino)methyl]-6-(2,6-difluorophenyl)-4H-s-triazolo[4,3-a][1,4]benzodiazepine RXN SMILES: [F:1][C:2]([F:27])([F:26])[C:3]1[CH:4]=[CH:5][C:6]2[N:12]3[C:13]([CH2:16]Cl)=[N:14][N:15]=[C:11]3[CH2:10][N:9]=[C:8]([C:18]3[CH:23]=[CH:22][CH:21]=[CH:20][C:19]=3[Cl:24])[C:7]=2[CH:25]=1.[I-].[K+].[CH3:30][CH:31]=[CH:32][CH2:33][NH2:34]>O1CCCC1>[F:26][C:2]([F:27])([F:1])[C:3]1[CH:4]=[CH:5][C:6]2[N:12]3[C:13]([CH2:16][NH:34][CH2:33][CH2:32][CH:31]=[CH2:30])=[N:14][N:15]=[C:11]3[CH2:10][N:9]=[C:8]([C:18]3[CH:23]=[CH:22][CH:21]=[CH:20][C:19]=3[Cl:24])[C:7]=2[CH:25]=1 |f:1.2|. The solvent is O1CCCC1 (tetrahydrofuran). Yields the product FC(C=1C=CC2=C(C(=NCC=3N2C(=NN3)CNCCC=C)C3=C(C=CC=C3)Cl)C1)(F)F (8-(trifluoromethyl)-1-[(allylmethylamino)methyl]-6-(o-chlorophenyl)-4H-s-triazolo[4,3-a][1,4]benzodiazepine). The reactants are FC(C=1C=CC2=C(C(=NCC=3N2C(=NN3)CCl)C3=C(C=CC=C3)Cl)C1)(F)F (8-(trifluoromethyl)-1-(chloromethyl)-6-(o-chlorophenyl)-4H-s-triazolo[4,3-a][1,4]benzodiazepine), [I-].[K+] (potassium iodide), CC=CCN (methylallylamine). Reactants: O=[N+]([O-])[O-].[O-][N+]([O-])=O.[O-][N+]([O-])=O.[O-][N+]([O-])=O.[O-][N+]([O-])=O.[O-][N+]([O-])=O.[Ce+4].[NH4+].[NH4+] (CAN), C(C)#N (acetonitrile), C(=O)(O)C1(CC2=C(C(=C(C(=C2C1)OC)OC)OC)OC)CCCCCCCC(=O)O (8-(2-carboxy-4,5,6,7-tetramethoxyindan-2-yl)octanoic acid). Run in O (water), O (Water). Run at time 15 minute. Yields the product C(=O)(O)C1(CC=2C(C(=C(C(C2C1)=O)OC)OC)=O)CCCCCCCC(=O)O (8-(2-Carboxy-5,6-dimethoxy-4,7-dioxoindan-2-yl)octanoic acid). Yield: 38.8%. As a reaction SMILES: O=[N+]([O-])[O-].[O-][N+](=O)[O-].[O-][N+](=O)[O-].[O-][N+](=O)[O-].[O-][N+](=O)[O-].[O-][N+](=O)[O-].[Ce+4].[NH4+].[NH4+].C(#N)C.[C:31]([C:34]1([CH2:51][CH2:52][CH2:53][CH2:54][CH2:55][CH2:56][CH2:57][C:58]([OH:60])=[O:59])[CH2:42][C:41]2[C:36](=[C:37]([O:49]C)[C:38]([O:47][CH3:48])=[C:39]([O:45][CH3:46])[C:40]=2[O:43]C)[CH2:35]1)([OH:33])=[O:32]>O>[C:31]([C:34]1([CH2:51][CH2:52][CH2:53][CH2:54][CH2:55][CH2:56][CH2:57][C:58]([OH:60])=[O:59])[CH2:42][C:41]2[C:40](=[O:43])[C:39]([O:45][CH3:46])=[C:38]([O:47][CH3:48])[C:37](=[O:49])[C:36]=2[CH2:35]1)([OH:33])=[O:32] |f:0.1.2.3.4.5.6.7.8|. Procedure: A water (1 ml) solution of CAN (287 mg, 0.523 mmols) was dropwise added to an acetonitrile (2 ml) solution of 8-(2-carboxy-4,5,6,7-tetramethoxyindan-2-yl)octanoic acid (88.6 mg, 0.209 mmols) with cooling with ice and then stirring was continued for 15 minutes. Water was added to the reaction mixture, which was then extracted with ethyl acetate. The organic layer was washed with a saturated aqueous sodium chloride solution and then dried. The solvent was evaporated in vacuo, and the resulting cru... Reactants: COC=1C=C(C=C(C1OC)OC)NC1=NC(=CN=C1)Cl (2-(3,4,5-trimethoxyphenylamino)-6-chloropyrazine), C1(=CC=CC=2CCCCC12)O (5,6,7,8-tetrahydro-1-naphthol). The product is C1(=CC=CC=2CCCCC12)OC1=CN=CC(=N1)NC1=CC(=C(C(=C1)OC)OC)OC (6-(5,6,7,8-Tetrahydronaphthalen-1-yloxy)-N-(3,4,5-trimethoxyphenyl)pyrazin-2-amine). Yield: 13.0%. RXN SMILES: [CH3:1][O:2][C:3]1[CH:4]=[C:5]([NH:13][C:14]2[CH:19]=[N:18][CH:17]=[C:16](Cl)[N:15]=2)[CH:6]=[C:7]([O:11][CH3:12])[C:8]=1[O:9][CH3:10].[C:21]1([OH:31])[C:30]2[CH2:29][CH2:28][CH2:27][CH2:26][C:25]=2[CH:24]=[CH:23][CH:22]=1>>[C:21]1([O:31][C:16]2[N:15]=[C:14]([NH:13][C:5]3[CH:4]=[C:3]([O:2][CH3:1])[C:8]([O:9][CH3:10])=[C:7]([O:11][CH3:12])[CH:6]=3)[CH:19]=[N:18][CH:17]=2)[C:30]2[CH2:29][CH2:28][CH2:27][CH2:26][C:25]=2[CH:24]=[CH:23][CH:22]=1. Procedure details: Using Method X with 150 mg of 2-(3,4,5-trimethoxyphenylamino)-6-chloropyrazine and 5,6,7,8-tetrahydro-1-naphthol, the title compound was obtained (27 mg). Yield: 13%. 1H NMR (250 MHz, DMSO-d6) δ 1.65-1.69 (m, 4H), 2.53-2.56 (m, 2H), 2.72-2.77 (m, 2H), 3.42 (s, 6H), 3.54 (s, 3H), 6.74 (s, 2H), 6.89 (d, 1H, J=7.9 Hz), 6.95 (d, 1H, J=6.6 Hz), 7.11 (t, 1H, J=7.8 Hz), 7.71 (s, 1H), 7.91 (s, 1H), 9.55 (bs, 1H). 13C NMR (62.9 MHz, DMSO-d6) δ 22.01, 22.26, 23.12, 28.78, 55.36, 60.03, 95.72, 118.40, 120....